From a dataset of the Open Reaction Database (ORD), a public repository of structured organic reaction records. describe an organic reaction: reactants, conditions, products, and yield Starting materials: COc1cccc(CCc2ccccc2OCC2CCCN2C(=O)OC(C)(C)C)c1, Cl, C1COCCO1, C1COCCO1. Yields the product Cl, COc1cccc(CCc2ccccc2OCC2CCCN2)c1. RXN SMILES: [C:8]([O:9][C:10](=[O:11])[N:15]1[CH:16]([CH2:20][O:21][c:22]2[c:23]([CH2:28][CH2:29][c:30]3[cH:31][c:32]([O:36][CH3:37])[cH:33][cH:34][cH:35]3)[cH:24][cH:25][cH:26][cH:27]2)[CH2:17][CH2:18][CH2:19]1)([CH3:12])([CH3:13])[CH3:14].[ClH:7].[O:1]1[CH2:2][CH2:3][O:4][CH2:5][CH2:6]1.[O:38]1[CH2:39][CH2:40][O:41][CH2:42][CH2:43]1>>[ClH:7].[NH:15]1[CH:16]([CH2:20][O:21][c:22]2[c:23]([CH2:28][CH2:29][c:30]3[cH:31][c:32]([O:36][CH3:37])[cH:33][cH:34][cH:35]3)[cH:24][cH:25][cH:26][cH:27]2)[CH2:17][CH2:18][CH2:19]1. As a reaction SMILES: Cl.[NH2:2][OH:3].[OH-].[Na+].[S:6]1[CH:10]=[CH:9][CH:8]=[C:7]1[C:11](=[O:17])[CH2:12][CH2:13][C:14](O)=[O:15].Cl>O>[S:6]1[CH:10]=[CH:9][CH:8]=[C:7]1[C:11](=[O:17])[CH2:12][CH2:13][C:14](=[N:2][OH:3])[OH:15] |f:0.1,2.3|. Starting materials: Cl.NO (hydroxylamine hydrochloride), Cl (HCl), [OH-].[Na+] (NaOH), S1C(=CC=C1)C(CCC(=O)O)=O (4-(2-thienyl)-4-oxobutyric acid). The solvent is O (water). Procedure details: A mixture of 22.6 g. of hydroxylamine hydrochloride and 26 g. of NaOH in 300 ml. of water is stirred and 30 g. of 4-(2-thienyl)-4-oxobutyric acid is added to afford a clear yellow solution. The mixture is stirred for two hours at room temperature and acidified with 3N HCl to pH 2 to give a white precipitate. After stirring an additional half hour, the mixture is cooled in ice and filtered. The filter cake is washed with water and dried to afford the title compound, m.p. 133°-138° C. Product: S1C(=CC=C1)C(CCC(O)=NO)=O (4-(2-thienyl)-4-oxobutyric acid oxime). Reaction conditions: time 2 hour. Starting materials: CCCCC[C@@H](/C=C/[C@H]1C=CC(=O)[C@@H]1CCCCCCC(=O)O)O (PGA1), C(C(C)C)OC(=O)Cl (isobutylchloroformate). The solvent is C(C)N(CC)CC (triethylamine). Yields the product C1=C(C=CC2=CC=CC=C12)O (β-naphthol), crude residue. Reaction SMILES: CCCCC[C@H](O)/C=C/[C@@H]1[C@@H:14]([CH2:15][CH2:16][CH2:17][CH2:18][CH2:19][CH2:20][C:21]([OH:23])=O)[C:12](=O)[CH:11]=C1.C(OC(Cl)=O)C(C)C>C(N(CC)CC)C>[CH:11]1[C:12]2[C:18](=[CH:17][CH:16]=[CH:15][CH:14]=2)[CH:19]=[CH:20][C:21]=1[OH:23]. Procedure: Following the procedure of Example 1 but using 0.506 g. of PGA1, 0.254 ml. of triethylamine, 0.238 ml. of isobutylchloroformate, and 0.327 g. of β-naphthol, there is obtained a crude residue. This residue is subjected to silica gel chromatography, eluting with ethyl acetate-hexane (2:3) followed by ethyl acetate-hexane (7:3). The residue obtained by concentration of selected fractions, 0.45 g., is crystallized from ethyl acetate diluted with two volumes of hexane as the title compound, white fre... Reactants: COCC(=O)N[C@H]1CN(CCC1)CC1=CC=CC=C1 ((R)-3-(2-methoxyacetylamino)-1-phenylmethylpiperidine), [H-].[Al+3].[Li+].[H-].[H-].[H-] (lithium aluminum hydride), aqueous solution, [OH-].[Na+] (sodium hydroxide), [H-].[Al+3].[Li+].[H-].[H-].[H-] (lithium aluminum hydride), S(=O)(=O)([O-])[O-].[Mg+2] (magnesium sulfate). Run in O1CCCC1 (tetrahydrofuran), O1CCCC1 (tetrahydrofuran), C(C)(=O)OCC (ethyl acetate). Reaction conditions: time 1 hour. Yields the product COCCN[C@H]1CN(CCC1)CC1=CC=CC=C1 ((R)-3-(2-methoxyethylamino)-1-phenylmethylpiperidine). Isolated yield 71.7%. RXN SMILES: [H-].[Al+3].[Li+].[H-].[H-].[H-].[CH3:7][O:8][CH2:9][C:10]([NH:12][C@@H:13]1[CH2:18][CH2:17][CH2:16][N:15]([CH2:19][C:20]2[CH:25]=[CH:24][CH:23]=[CH:22][CH:21]=2)[CH2:14]1)=O.[OH-].[Na+].S([O-])([O-])(=O)=O.[Mg+2]>C(OCC)(=O)C.O1CCCC1>[CH3:7][O:8][CH2:9][CH2:10][NH:12][C@@H:13]1[CH2:18][CH2:17][CH2:16][N:15]([CH2:19][C:20]2[CH:25]=[CH:24][CH:23]=[CH:22][CH:21]=2)[CH2:14]1 |f:0.1.2.3.4.5,7.8,9.10|. Reported procedure: To a 50 ml anhydrous tetrahydrofuran suspension of 0.87 g (2.0 eg.) of lithium aluminum hydride in a 300 ml round-bottomed flask was added dropwise a 20 ml anhydrous tetrahydrofuran solution of 3.00 g (11.4 mmol) of (R)-3-(2-methoxyacetylamino)-1-phenylmethylpiperidine. After stirred for 1 hour at room temperature, the reaction mixture was refluxed for 3 hours. Further, 0.87 g (2.0 eg.) of lithium aluminum hydride were added and the mixture was refluxed for 3 hours. The reaction mixture was stir... Starting materials: CC(=O)OC(C)=O, O=CO, O=C(O)c1c(=O)c2cc(F)c(N3CCNCC3)cc2n2ccsc12, O. Product: O=CN1CCN(c2cc3c(cc2F)c(=O)c(C(=O)O)c2sccn23)CC1. Reaction SMILES: [CH3:25][C:26](=[O:27])[O:28][C:29](=[O:30])[CH3:31].[CH:33]([OH:34])=[O:35].[F:1][c:2]1[cH:3][c:4]2[c:5](=[O:24])[c:6]([C:21](=[O:22])[OH:23])[c:7]3[n:8]([c:9]2[cH:10][c:11]1[N:12]1[CH2:13][CH2:14][NH:15][CH2:16][CH2:17]1)[cH:18][cH:19][s:20]3.[OH2:32]>>[F:1][c:2]1[cH:3][c:4]2[c:5](=[O:24])[c:6]([C:21](=[O:22])[OH:23])[c:7]3[n:8]([c:9]2[cH:10][c:11]1[N:12]1[CH2:13][CH2:14][N:15]([CH:26]=[O:27])[CH2:16][CH2:17]1)[cH:18][cH:19][s:20]3.